This data is from the Open Reaction Database (ORD), a public repository of structured organic reaction records. The task is: describe an organic reaction: reactants, conditions, products, and yield The reactants are CC1(C)COc2cc(Br)cnc2NC1=O, C=CC(=O)OC(C)(C)C, CCN(C(C)C)C(C)C, CC(=O)[O-], CC(=O)[O-], CN(C)C=O, [Pd+2]. Yields the product CC(C)(C)OC(=O)C=Cc1cnc2c(c1)OCC(C)(C)C(=O)N2. As a reaction SMILES: [Br:1][c:2]1[cH:3][c:4]2[c:10]([n:11][cH:12]1)[NH:9][C:8](=[O:13])[C:7]([CH3:14])([CH3:15])[CH2:6][O:5]2.[C:16]([CH:17]=[CH2:18])(=[O:19])[O:20][C:21]([CH3:22])([CH3:23])[CH3:24].[CH:25]([N:26]([CH2:27][CH3:28])[CH:29]([CH3:30])[CH3:31])([CH3:32])[CH3:33].[O-:40][C:41]([CH3:42])=[O:43].[O-:44][C:45]([CH3:46])=[O:47].[O:34]=[CH:35][N:36]([CH3:37])[CH3:38].[Pd+2:39]>>[c:2]1([CH:18]=[CH:17][C:16](=[O:19])[O:20][C:21]([CH3:22])([CH3:23])[CH3:24])[cH:3][c:4]2[c:10]([n:11][cH:12]1)[NH:9][C:8](=[O:13])[C:7]([CH3:14])([CH3:15])[CH2:6][O:5]2. Starting materials: ClCC=1C=C2C=CN(C2=CC1)S(=O)(=O)C1=CC=C(C=C1)C (5-chloromethyl-1-(4-methylphenylsulfonyl)indole), C1COCCOCCOCCOCCOCCO1 (18-crown-6), [C-]#N.[K+] (potassium cyanide). The solvent is C(C)#N (acetonitrile). Product: CC1=CC=C(C=C1)S(=O)(=O)N1C=CC2=CC=C(C=C12)CC#N (1-(4-methylphenylsulfonyl)indole-6-acetonitrile). Yield: 449.5%. Reaction SMILES: ClC[C:3]1[CH:4]=[C:5]2[C:9](=[CH:10][CH:11]=1)[N:8]([S:12]([C:15]1[CH:20]=[CH:19][C:18]([CH3:21])=[CH:17][CH:16]=1)(=[O:14])=[O:13])[CH:7]=[CH:6]2.C1O[CH2:38][CH2:37]OCCOCCOCCOCCOC1.[C-]#[N:41].[K+]>C(#N)C>[CH3:21][C:18]1[CH:17]=[CH:16][C:15]([S:12]([N:8]2[C:9]3[C:5](=[CH:4][CH:3]=[C:11]([CH2:37][C:38]#[N:41])[CH:10]=3)[CH:6]=[CH:7]2)(=[O:14])=[O:13])=[CH:20][CH:19]=1 |f:2.3|. Procedure details: A solution of 5-chloromethyl-1-(4-methylphenylsulfonyl)indole (11.1 g), 18-crown-6 (1.8 g), and potassium cyanide (4.5 g) in acetonitrile (117 ml) was stirred under a nitrogen atmosphere for 48 hr. The reaction mixture was poured onto ice and extracted with methylene chloride. The organic phase was washed (water, brine), dried (MgSO4), and evaporated to give 1-(4-methylphenylsulfonyl)indole-6-acetonitrile (9.5 g, 98%) as an ivory powder: NMR (80 MHz, CDCl3): 2.33(s, 3H, ArCH3), 3.79(s, 2H, CH2CN... Reactants: ClC1=CC=C(C=C1)C(C=1C(=NN(C1)C)C(=O)OCC)O (ethyl 4-((4-chlorophenyl)(hydroxy)methyl)-1-methyl-1H-pyrazole-3-carboxylate), NC=1C=C(C(N(C1)C)=O)C (5-amino-1,3-dimethylpyridin-2(1H)-one). Conditions: time 20 minute. Product: ClC1=CC=C(C=C1)C(C=1C(=NN(C1)C)C(=O)OCC)NC1=CN(C(C(=C1)C)=O)C (ethyl 4-((4-chlorophenyl)(1,5-dimethyl-6-oxo-1,6-dihydropyridin-3-ylamino)methyl)-1-methyl-1H-pyrazole-3-carboxylate). As a reaction SMILES: [Cl:1][C:2]1[CH:7]=[CH:6][C:5]([CH:8](O)[C:9]2[C:10]([C:15]([O:17][CH2:18][CH3:19])=[O:16])=[N:11][N:12]([CH3:14])[CH:13]=2)=[CH:4][CH:3]=1.[NH2:21][C:22]1[CH:23]=[C:24]([CH3:30])[C:25](=[O:29])[N:26]([CH3:28])[CH:27]=1>>[Cl:1][C:2]1[CH:7]=[CH:6][C:5]([CH:8]([NH:21][C:22]2[CH:23]=[C:24]([CH3:30])[C:25](=[O:29])[N:26]([CH3:28])[CH:27]=2)[C:9]2[C:10]([C:15]([O:17][CH2:18][CH3:19])=[O:16])=[N:11][N:12]([CH3:14])[CH:13]=2)=[CH:4][CH:3]=1. Reported procedure: The title compound was prepared in analogy to the procedure described in Step 10.3 using ethyl 4-((4-chlorophenyl)(hydroxy)methyl)-1-methyl-1H-pyrazole-3-carboxylate (Step 10.2) and 5-amino-1,3-dimethylpyridin-2(1H)-one (Step 20.2). After purification by silica gel column chromatography, the resulting residue was further purified by preparative HPLC (Gilson gx-281; column: Sunfire C18, 30×100 mm, 5 μm; flow: 30 mL/min; gradient: 5% to 100% B in 20 min; A=0.1% TFA in H2O, B=CH3CN. detection: UV).... Reactants: C1C(CCCC)O1 (1-hexene oxide), C(CCCCCCCCN)N (1,9-nonanediamine). Product: C(CCCCCCCCNCC(CCCC)O)NCC(CCCC)O (N,N'-(1,9-nonylene)-bis[2-hydroxyhexylamine]). RXN SMILES: [CH2:1]1[O:7][CH:2]1[CH2:3][CH2:4][CH2:5][CH3:6].[CH2:8]([NH2:18])[CH2:9][CH2:10][CH2:11][CH2:12][CH2:13][CH2:14][CH2:15][CH2:16][NH2:17]>>[CH2:16]([NH:17][CH2:1][CH:2]([OH:7])[CH2:3][CH2:4][CH2:5][CH3:6])[CH2:15][CH2:14][CH2:13][CH2:12][CH2:11][CH2:10][CH2:9][CH2:8][NH:18][CH2:1][CH:2]([OH:7])[CH2:3][CH2:4][CH2:5][CH3:6]. Procedure details: Condensation of 1-hexene oxide and 1,9-nonanediamine affords N,N'-(1,9-nonylene)-bis[2-hydroxyhexylamine] (I: R = CH3 (CH2)3, R' = H, X = (CH2)9, Z = H). RXN SMILES: [Br:1][c:2]1[cH:3][c:4]([C:14](=[O:15])[NH:16][CH2:17][c:18]2[c:19](=[O:26])[nH:20][c:21]([CH3:25])[cH:22][c:23]2[CH3:24])[c:5]2[c:6]([n:7]1)[n:8]([CH:11]([CH3:12])[CH3:13])[n:9][cH:10]2.[CH3:47][OH:48].[Cl:49][CH2:50][Cl:51].[ClH:40].[K+:27].[K+:28].[NH:33]1[CH2:34][CH2:35][C:36](=[O:39])[CH2:37][CH2:38]1.[O-:29][C:30]([O-:31])=[O:32].[O:42]=[CH:43][N:44]([CH3:45])[CH3:46].[OH2:41]>>[c:2]1([N:33]2[CH2:34][CH2:35][C:36](=[O:39])[CH2:37][CH2:38]2)[cH:3][c:4]([C:14](=[O:15])[NH:16][CH2:17][c:18]2[c:19](=[O:26])[nH:20][c:21]([CH3:25])[cH:22][c:23]2[CH3:24])[c:5]2[c:6]([n:7]1)[n:8]([CH:11]([CH3:12])[CH3:13])[n:9][cH:10]2. The reactants are Cc1cc(C)c(CNC(=O)c2cc(Br)nc3c2cnn3C(C)C)c(=O)[nH]1, CO, ClCCl, Cl, [K+], [K+], O=C1CCNCC1, O=C([O-])[O-], CN(C)C=O, O. Product: Cc1cc(C)c(CNC(=O)c2cc(N3CCC(=O)CC3)nc3c2cnn3C(C)C)c(=O)[nH]1. Starting materials: C(C)(C)(C)[Si](OC(CCC1C(N(C1C1=CC(=CC=C1)OC)C1=CC=C(C=C1)[N+](=O)[O-])=O)C1=CC=CC=C1)(C)C (3-[3-(tert-Butyl-dimethyl-silanyloxy)-3-phenyl-propyl]-4-(3-methoxy-phenyl)-1-(4-nitro-phenyl)-azetidin-2-on), [H][H] (hydrogen). The reagents and catalysts are [Pd] (palladium charcoal). The solvent is C(C)OC(C)=O (ethylacetate). Yields the product NC1=CC=C(C=C1)N1C(C(C1C1=CC(=CC=C1)OC)CCC(C1=CC=CC=C1)O[Si](C)(C)C(C)(C)C)=O (1-(4-Amino-phenyl)-3-[3-(tert-butyl-dimethyl-silanyloxy)-3-phenyl-propyl]-4-(3-methoxy-phenyl)-azetidin-2-on). The yield is 84.4%. Reaction SMILES: [C:1]([Si:5]([CH3:39])([CH3:38])[O:6][CH:7]([C:32]1[CH:37]=[CH:36][CH:35]=[CH:34][CH:33]=1)[CH2:8][CH2:9][CH:10]1[CH:13]([C:14]2[CH:19]=[CH:18][CH:17]=[C:16]([O:20][CH3:21])[CH:15]=2)[N:12]([C:22]2[CH:27]=[CH:26][C:25]([N+:28]([O-])=O)=[CH:24][CH:23]=2)[C:11]1=[O:31])([CH3:4])([CH3:3])[CH3:2].[H][H]>C(OC(=O)C)C.[Pd]>[NH2:28][C:25]1[CH:26]=[CH:27][C:22]([N:12]2[CH:13]([C:14]3[CH:19]=[CH:18][CH:17]=[C:16]([O:20][CH3:21])[CH:15]=3)[CH:10]([CH2:9][CH2:8][CH:7]([O:6][Si:5]([C:1]([CH3:3])([CH3:2])[CH3:4])([CH3:38])[CH3:39])[C:32]3[CH:33]=[CH:34][CH:35]=[CH:36][CH:37]=3)[C:11]2=[O:31])=[CH:23][CH:24]=1. Reported procedure: A reaction is performed with 3.0 g (5.5 mmol) of product 4 in 50 ml ethylacetate and 1.0 g of palladium charcoal 10% for 2 h at 5 bar of a hydrogen atmosphere using an autoclave. The reaction solution is filtrated, evaporated and separated by chromatography on silica gel (methylenehloride/methanol=10/1). 2.4 g (86%) of product 5 is obtained in form of a colourless compound in solid form: C31H40N2O3Si (516.76) MS (ESI+) 517.4 (M+H+). The reactants are N12CC(C(CC1)CC2)OC(NC(C)(C)C2=CC(=C(C=C2)F)Br)=O (1-azabicyclo[2.2.2]oct-3-yl[2-(3-bromo-4-fluorophenyl)propan-2-yl]carbamate), N1=CC(=CC=C1)B(O)O (pyridine-3-boronic acid). Reagents/catalysts: C=1C=CC(=CC1)/C=C/C(=O)/C=C/C2=CC=CC=C2.C=1C=CC(=CC1)/C=C/C(=O)/C=C/C2=CC=CC=C2.C=1C=CC(=CC1)/C=C/C(=O)/C=C/C2=CC=CC=C2.[Pd].[Pd] (tris(dibenzylideneacetone)dipalladium(0)). Product: FC1=C(C=C(C=C1)C(C)(C)NC(OC1CN2CCC1CC2)=O)C=2C=NC=CC2 (1-azabicyclo[2.2.2]oct-3-yl {2-[4-fluoro-3-(pyridin-3-yl)phenyl]propan-2-yl}carbamate). Yield: 38.3%. RXN SMILES: [N:1]12[CH2:8][CH2:7][CH:4]([CH2:5][CH2:6]1)[CH:3]([O:9][C:10](=[O:23])[NH:11][C:12]([C:15]1[CH:20]=[CH:19][C:18]([F:21])=[C:17](Br)[CH:16]=1)([CH3:14])[CH3:13])[CH2:2]2.[N:24]1[CH:29]=[CH:28][CH:27]=[C:26](B(O)O)[CH:25]=1>C1C=CC(/C=C/C(/C=C/C2C=CC=CC=2)=O)=CC=1.C1C=CC(/C=C/C(/C=C/C2C=CC=CC=2)=O)=CC=1.C1C=CC(/C=C/C(/C=C/C2C=CC=CC=2)=O)=CC=1.[Pd].[Pd]>[F:21][C:18]1[CH:19]=[CH:20][C:15]([C:12]([NH:11][C:10](=[O:23])[O:9][CH:3]2[CH:4]3[CH2:7][CH2:8][N:1]([CH2:6][CH2:5]3)[CH2:2]2)([CH3:14])[CH3:13])=[CH:16][C:17]=1[C:26]1[CH:25]=[N:24][CH:29]=[CH:28][CH:27]=1 |f:2.3.4.5.6|. Procedure details: Using general procedure E, 1-azabicyclo[2.2.2]oct-3-yl[2-(3-bromo-4-fluorophenyl)propan-2-yl]carbamate (110 mg, 0.286 mmol), pyridine-3-boronic acid (53 mg, 0.43 mmol) and tris(dibenzylideneacetone)dipalladium(0) gave the title compound as a white solid (42 mg, 39%). 1H NMR (400 MHz, CDCl3) δ 8.78 (s, 1H), 8.62 (d, J=3.5 Hz, 1H), 7.86 (s, 1H), 7.46 (d, J=7.2 Hz, 2H), 7.38 (dd, J=4.9, 7.9 Hz, 1H), 7.15 (dd, J=8.7, 9.9 Hz, 1H), 5.32 (s, 1H), 4.69-4.57 (m, 1H), 2.68 (s, 6H), 1.70 (d, J=11.3 Hz, 6H)... Starting materials: O1C(=CC(C2=CC=CC=C12)=O)C(=O)O (chromone-2-carboxylic acid), CO (methanol), S(O)(O)(=O)=O (sulfuric acid), ice water. Yields the product COC(=O)C=1OC2=CC=CC=C2C(C1)=O (Chromone-2-carboxylic acid methyl ester). RXN SMILES: [O:1]1[C:10]2[C:5](=[CH:6][CH:7]=[CH:8][CH:9]=2)[C:4](=[O:11])[CH:3]=[C:2]1[C:12]([OH:14])=[O:13].S(=O)(=O)(O)O.[CH3:20]O>>[CH3:20][O:13][C:12]([C:2]1[O:1][C:10]2[C:5]([C:4](=[O:11])[CH:3]=1)=[CH:6][CH:7]=[CH:8][CH:9]=2)=[O:14]. Procedure details: Combine chromone-2-carboxylic acid (2.0 g, 10.5 mmol) and methanol (25 mL). Add sulfuric acid (2.5 mL) and heat to reflux. After 2 hours pour the reaction mixture into ice water and filter. Rinse the filter cake with water and a cold dilute aqueous solution of sodium bicarbonate. Chromatograph on silica gel eluting with tetrahydrofuran to give a residue. Recrystallize the residue from methanol to give the title compound as a solid: mp; 120°-122° C.